From a dataset of the Open Reaction Database (ORD), a public repository of structured organic reaction records. describe an organic reaction: reactants, conditions, products, and yield Reactants: COC([C@@H](NC(CCC([C@H](CC1=CC=CC=C1)NC(C1=CC=CC=C1)=O)=O)=O)CC1=CNC2=CC=CC=C12)=O ((5S)-5-[(N-benzoyl)amino]-4-oxo-6-phenyl-hexanoyl-L-tryptophan methyl ester), C1CCOC1.CO (THF MeOH), [Li+].[OH-] (LiOH). Run in C(C)(=O)O (acetic acid). Reaction conditions: time 30 minute. Product: C(C1=CC=CC=C1)(=O)N[C@H](C(CCC(=O)N[C@@H](CC1=CNC2=CC=CC=C12)C(=O)O)=O)CC1=CC=CC=C1 ((5S)-5-[(N-benzoyl)amino]-4-oxo-6-phenyl-hexanoyl-L-tryptophan). Yield: 95.9%. RXN SMILES: C[O:2][C:3](=[O:39])[C@H:4]([CH2:29][C:30]1[C:38]2[C:33](=[CH:34][CH:35]=[CH:36][CH:37]=2)[NH:32][CH:31]=1)[NH:5][C:6](=[O:28])[CH2:7][CH2:8][C:9](=[O:27])[C@@H:10]([NH:18][C:19](=[O:26])[C:20]1[CH:25]=[CH:24][CH:23]=[CH:22][CH:21]=1)[CH2:11][C:12]1[CH:17]=[CH:16][CH:15]=[CH:14][CH:13]=1.C1COCC1.CO.[Li+].[OH-]>C(O)(=O)C>[C:19]([NH:18][C@@H:10]([CH2:11][C:12]1[CH:17]=[CH:16][CH:15]=[CH:14][CH:13]=1)[C:9](=[O:27])[CH2:8][CH2:7][C:6]([NH:5][C@H:4]([C:3]([OH:39])=[O:2])[CH2:29][C:30]1[C:38]2[C:33](=[CH:34][CH:35]=[CH:36][CH:37]=2)[NH:32][CH:31]=1)=[O:28])(=[O:26])[C:20]1[CH:25]=[CH:24][CH:23]=[CH:22][CH:21]=1 |f:1.2,3.4|. Procedure: To a stirred solution of the compound (5S)-5-[(N-benzoyl)amino]-4-oxo-6-phenyl-hexanoyl-L-tryptophan methyl ester (170 mg, 0.3222 mmol, 1.0 eq.) in a mixture THF-MeOH (ratio 3:2) (10 mL) was added 0.5N LiOH (5.0 mL). The resulting yellowish mixture was stirred at room temperature for 30 min during which TLC shows the complete disappearance of the starting material. The reaction mixture was then neutralized with glacial acetic acid and the extracted with EtOAc (3×25 mL), dried over anhydrous MgSO... The reactants are c1ccc(CNC2CCCCC2)cc1, CCOC(=O)c1cccc(N2CCN(CCCCC3(C(=O)NCC(F)(F)F)c4ccccc4-c4ccccc43)CC2)c1. Product: O=C(c1cccc(N2CCN(CCCCC3(C(=O)NCC(F)(F)F)c4ccccc4-c4ccccc43)CC2)c1)N(Cc1ccccc1)C1CCCCC1. As a reaction SMILES: [CH:43]1([NH:49][CH2:50][c:51]2[cH:52][cH:53][cH:54][cH:55][cH:56]2)[CH2:44][CH2:45][CH2:46][CH2:47][CH2:48]1.[F:1][C:2]([CH2:3][NH:4][C:5](=[O:6])[C:7]1([CH2:20][CH2:21][CH2:22][CH2:23][N:24]2[CH2:25][CH2:26][N:27]([c:30]3[cH:31][c:32]([C:33]([O:35][CH2:34][CH3:36])=[O:37])[cH:38][cH:39][cH:40]3)[CH2:28][CH2:29]2)[c:8]2[cH:9][cH:10][cH:11][cH:12][c:13]2-[c:14]2[cH:15][cH:16][cH:17][cH:18][c:19]21)([F:41])[F:42]>>[F:1][C:2]([CH2:3][NH:4][C:5](=[O:6])[C:7]1([CH2:20][CH2:21][CH2:22][CH2:23][N:24]2[CH2:25][CH2:26][N:27]([c:30]3[cH:31][c:32]([C:33](=[O:35])[N:49]([CH:43]4[CH2:44][CH2:45][CH2:46][CH2:47][CH2:48]4)[CH2:50][c:51]4[cH:52][cH:53][cH:54][cH:55][cH:56]4)[cH:38][cH:39][cH:40]3)[CH2:28][CH2:29]2)[c:8]2[cH:9][cH:10][cH:11][cH:12][c:13]2-[c:14]2[cH:15][cH:16][cH:17][cH:18][c:19]21)([F:41])[F:42]. Reactants: ClCC1=NOC(=C1)C (3-chloromethyl-5-methyl isoxazole), OC=1C=C(C(=O)NC2=CC=C(C=N2)C(=O)OC)C=C(C1)OCC1=C(C=CC=C1)C (Methyl 6-{[3-hydroxy-5-(2-methylbenzyloxy)benzoyl]amino}-3-pyridinecarboxylate), [I-].[K+] (potassium iodide), C([O-])([O-])=O.[K+].[K+] (potassium carbonate), ClCC1=NOC(=C1)C (3-chloromethyl-5-methyl isoxazole). The solvent is CC(=O)C (acetone), CC(=O)C (acetone), CC(=O)C (acetone), C(C)(=O)OCC (Ethyl acetate). Run at temperature 55 celsius, time 1 hour. The product is CC1=C(COC=2C=C(C(=O)NC3=CC=C(C=N3)C(=O)OC)C=C(C2)OCC2=NOC(=C2)C)C=CC=C1 (methyl 6{[3-(2-methylbenzyloxy)-5-(5-methylisoxazol-3-ylmethoxy)benzoyl]amino}-3-pyridinecarboxylate). Isolated yield 135.2%. As a reaction SMILES: [OH:1][C:2]1[CH:3]=[C:4]([CH:18]=[C:19]([O:21][CH2:22][C:23]2[CH:28]=[CH:27][CH:26]=[CH:25][C:24]=2[CH3:29])[CH:20]=1)[C:5]([NH:7][C:8]1[N:13]=[CH:12][C:11]([C:14]([O:16][CH3:17])=[O:15])=[CH:10][CH:9]=1)=[O:6].[I-].[K+].C(=O)([O-])[O-].[K+].[K+].Cl[CH2:39][C:40]1[CH:44]=[C:43]([CH3:45])[O:42][N:41]=1>CC(C)=O.C(OCC)(=O)C>[CH3:29][C:24]1[CH:25]=[CH:26][CH:27]=[CH:28][C:23]=1[CH2:22][O:21][C:19]1[CH:18]=[C:4]([CH:3]=[C:2]([O:1][CH2:39][C:40]2[CH:44]=[C:43]([CH3:45])[O:42][N:41]=2)[CH:20]=1)[C:5]([NH:7][C:8]1[N:13]=[CH:12][C:11]([C:14]([O:16][CH3:17])=[O:15])=[CH:10][CH:9]=1)=[O:6] |f:1.2,3.4.5|. Reported procedure: Methyl 6-{[3-hydroxy-5-(2-methylbenzyloxy)benzoyl]amino}-3-pyridinecarboxylate (150 mg, 0.38 mM), potassium iodide (13 mg, 0.08 mM) and potassium carbonate (56 mg, 0.41 mM) in acetone (3 ml) were heated to 55° C. and a solution of 3-chloromethyl-5-methyl isoxazole (55 mg, 0.421 mM) in acetone (2 ml) was added. The reaction was stirred for 1 hour at 55° C. and a further addition of 3-chloromethyl-5-methyl isoxazole (33 mg, 0.25 mM) in acetone (1 ml) was made. The reaction was stirred for 24 hours... Reactants: CCOC(=O)COc1ccc2c(c1)CC(NCC(O)c1ccc3c(c1)COC(C)(C)O3)CC2, COCCOC, Cl. Yields the product CCOC(=O)COc1ccc2c(c1)CC(NCC(O)c1ccc(O)c(CO)c1)CC2. Reaction SMILES: [CH3:1][C:2]1([CH3:33])[O:3][CH2:4][c:5]2[c:6]([cH:8][cH:9][c:10]([CH:12]([CH2:13][NH:14][CH:15]3[CH2:16][c:17]4[cH:18][c:19]([O:25][CH2:26][C:27](=[O:28])[O:29][CH2:30][CH3:31])[cH:20][cH:21][c:22]4[CH2:23][CH2:24]3)[OH:32])[cH:11]2)[O:7]1.[CH3:35][O:36][CH2:37][CH2:38][O:39][CH3:40].[ClH:34]>>[OH:3][CH2:4][c:5]1[c:6]([OH:7])[cH:8][cH:9][c:10]([CH:12]([CH2:13][NH:14][CH:15]2[CH2:16][c:17]3[cH:18][c:19]([O:25][CH2:26][C:27](=[O:28])[O:29][CH2:30][CH3:31])[cH:20][cH:21][c:22]3[CH2:23][CH2:24]2)[OH:32])[cH:11]1. Reactants: C(C)OC(C(=O)C1=CC=C(C=C1)C#N)=O ((4-cyano-phenyl)-oxo-acetic acid ethyl ester), C(=O)O (formic acid). The reagents and catalysts are [Ni] (Raney nickel). The product is C(C)OC(C(O)C1=CC=C(C=C1)C=O)=O ((4-formyl-phenyl)-hydroxy-acetic acid ethyl ester). Reaction SMILES: [CH2:1]([O:3][C:4](=[O:15])[C:5]([C:7]1[CH:12]=[CH:11][C:10]([C:13]#N)=[CH:9][CH:8]=1)=[O:6])[CH3:2].C(O)=[O:17]>[Ni]>[CH2:1]([O:3][C:4](=[O:15])[CH:5]([C:7]1[CH:12]=[CH:11][C:10]([CH:13]=[O:17])=[CH:9][CH:8]=1)[OH:6])[CH3:2]. Procedure: A mixture of (4-cyano-phenyl)-oxo-acetic acid ethyl ester 0.41 g, 2.0 mmol) in 25 mL of 90% formic acid and a large excess of Raney nickel (50% slurry in water) was refluxed for 1 hr. The solid was filtered off and the liquid was concentrated. The crude material was purified by silica gel chromatography (5˜100% ethyl acetate/hexane) to give 0.35 g of (4-formyl-phenyl)-hydroxy-acetic acid ethyl ester as an oil. Run in N.CO (NH3 MeOH). Procedure details: A solution of 0.283 g (0.665 mmole) of 77 in 10 mL of NH3 /MeOH was stirred in a pressure bottle at room temperature for 5 hr. The reaction mixture was evaporated and coevaporated with MeOH (3×, bath temperature<40° C.). The residue was recrystallized from MeOH to give 0.170 g (2 crops, 85%) of 79 as beige crystals. MP ~170° C. (dec.). MS (EI) m/e 299.0862 (16%, M+ =299.0673). 1H NMR (DMSO-d6): d 7.25 (d, 1, 4-H, J4-5 =8.5 Hz), 6.87 (d, 1, 7-H, J7-5 =2.0 Hz), 6.57 (dd, 1, 5-H), 5.75 (d, 1, 1'-H,... Reactants: NC=1C=CC2=C(N(C(=N2)Cl)[C@H]2[C@H](OC(C)=O)[C@H](OC(C)=O)[C@H](O2)COC(C)=O)C1 (6-Amino-2-chloro-1-(2,3,5-tri-O-acetyl-β-D-ribofuranosyl)benzimidazole). RXN SMILES: [NH2:1][C:2]1[CH:3]=[CH:4][C:5]2[N:9]=[C:8]([Cl:10])[N:7]([C@@H:11]3[O:23][C@H:22]([CH2:24][O:25]C(=O)C)[C@@H:17]([O:18]C(=O)C)[C@H:12]3[O:13]C(=O)C)[C:6]=2[CH:29]=1>N.CO>[NH2:1][C:2]1[CH:3]=[CH:4][C:5]2[N:9]=[C:8]([Cl:10])[N:7]([C@@H:11]3[O:23][C@H:22]([CH2:24][OH:25])[C@@H:17]([OH:18])[C@H:12]3[OH:13])[C:6]=2[CH:29]=1 |f:1.2|. Product: NC=1C=CC2=C(N(C(=N2)Cl)[C@H]2[C@H](O)[C@H](O)[C@H](O2)CO)C1 (6-Amino-2-chloro-1-(β-D-ribofuranosyl)benzimidazole). The reactants are C(C)(C)(C)[C@@H]1CC[C@H](CC1)N(C1CCC2=CC(=CC=C12)C(=O)OCCCC)C(CC1=CC=C(C=C1)OC(F)(F)F)=O (Butyl 1-((trans-4-tert-butylcyclohexyl){[4-(trifluoromethoxy)phenyl]acetyl}amino)indane-5-carboxylate), [Li+].[OH-] (LiOH), NC1=NN=NN1 (5-amino tetrazole). Product: C(C)(C)(C)[C@@H]1CC[C@H](CC1)N(C1CCC2=CC(=CC=C12)C(=O)NC1=NN=NN1)C(CC1=CC=C(C=C1)OC(F)(F)F)=O (1-((trans-4-tert-butylcyclohexyl){[4-(trifluoromethoxy)phenyl]acetyl}amino)-N-1H-tetrazol-5-ylindane-5-carboxamide). Reaction SMILES: [C:1]([C@H:5]1[CH2:10][CH2:9][C@H:8]([N:11]([C:28](=[O:41])[CH2:29][C:30]2[CH:35]=[CH:34][C:33]([O:36][C:37]([F:40])([F:39])[F:38])=[CH:32][CH:31]=2)[CH:12]2[C:20]3[C:15](=[CH:16][C:17]([C:21](OCCCC)=[O:22])=[CH:18][CH:19]=3)[CH2:14][CH2:13]2)[CH2:7][CH2:6]1)([CH3:4])([CH3:3])[CH3:2].[Li+].[OH-].[NH2:44][C:45]1[NH:49][N:48]=[N:47][N:46]=1>>[C:1]([C@H:5]1[CH2:10][CH2:9][C@H:8]([N:11]([C:28](=[O:41])[CH2:29][C:30]2[CH:35]=[CH:34][C:33]([O:36][C:37]([F:40])([F:39])[F:38])=[CH:32][CH:31]=2)[CH:12]2[C:20]3[C:15](=[CH:16][C:17]([C:21]([NH:44][C:45]4[NH:49][N:48]=[N:47][N:46]=4)=[O:22])=[CH:18][CH:19]=3)[CH2:14][CH2:13]2)[CH2:7][CH2:6]1)([CH3:4])([CH3:3])[CH3:2] |f:1.2|. Procedure: Butyl 1-((trans-4-tert-butylcyclohexyl){[4-(trifluoromethoxy)phenyl]acetyl}amino)indane-5-carboxylate, enantiomer A (55 mg) or enantiomer B (45 mg), was saponified with aqueous LiOH and then coupled to 5-amino tetrazole following the procedure described (Step D., Example 1/2) to give 1-((trans-4-tert-butylcyclohexyl){[4-(trifluoromethoxy)phenyl]acetyl}amino)-N-1H-tetrazol-5-ylindane-5-carboxamide. Enantiomer A: HPLC/MS: m/z=585.2 (M+1), Rt=2.75 min. 1H NMR (DMSO-d6): δ 12.30 (1H, br s), 7.90 (1H...